Dataset: the Open Reaction Database (ORD), a public repository of structured organic reaction records. Task: describe an organic reaction: reactants, conditions, products, and yield Starting materials: CC1=[N+](C=CC(=C1)OC)[O-] (2-methyl-4-methoxypyridine-N-oxide), C(C)(=O)OC(C)=O (acetic anhydride). Yields the product C(C)(=O)OCC1=NC=CC(=C1)OC (2-Acetoxymethyl-4-methoxypyridine). Yield: 77.8%. As a reaction SMILES: [CH3:1][C:2]1[CH:7]=[C:6]([O:8][CH3:9])[CH:5]=[CH:4][N+:3]=1[O-].[C:11]([O:14]C(=O)C)(=[O:13])[CH3:12]>>[C:11]([O:14][CH2:1][C:2]1[CH:7]=[C:6]([O:8][CH3:9])[CH:5]=[CH:4][N:3]=1)(=[O:13])[CH3:12]. Procedure: To 2-methyl-4-methoxypyridine-N-oxide (23 g, 0.165 mole) in a 1 liter wide necked flask fitted with a large condenser was added ice-cool acetic anhydride (35 ml, 0.37 mole) with stirring. The mixture was allowed to warm to room temperature whereupon a vigorous exothermic reaction occurred. The dark mixture was stirred for 1 hour before evaporating the excess acetic anhydride and distilling the residue to give the title compound (23.26 g, 78%), b.p. 125° C. at 0.1 mm mercury. Conditions: time 5 minute. Run in O (water), O (water), CN(C=O)C (N,N-dimethylformamide), C(C)(=O)OCC (ethyl acetate). Starting materials: C([O-])([O-])=O.[K+].[K+] (potassium carbonate), Cl.C(C)(=O)OCC (hydrochloric acid ethyl acetate), CC(C)OC1=CC=C(C=C1)C1(C(NC(N1)=O)=O)C (5-[4-(1-Methylethoxy)phenyl]-5-methylimidazolidine-2,4-dione), BrCC(=O)N1C[C@H](N(CC1)C1=C(C=C(C=C1)C(C(F)(F)F)(C(F)(F)F)OCOC)\C=C/C)C ((R,Z)-2-bromo-1-(4-{4-[1,1,1,3,3,3-hexafluoro-2-(methoxymethoxy)propan-2-yl]-2-(prop-1-en-1-yl)phenyl}-3-methylpiperazin-1-yl)ethanone). As a reaction SMILES: [CH3:1][CH:2]([O:4][C:5]1[CH:10]=[CH:9][C:8]([C:11]2([CH3:18])[NH:15][C:14](=[O:16])[NH:13][C:12]2=[O:17])=[CH:7][CH:6]=1)[CH3:3].C(=O)([O-])[O-].[K+].[K+].Br[CH2:26][C:27]([N:29]1[CH2:34][CH2:33][N:32]([C:35]2[CH:40]=[CH:39][C:38]([C:41]([O:50]COC)([C:46]([F:49])([F:48])[F:47])[C:42]([F:45])([F:44])[F:43])=[CH:37][C:36]=2/[CH:54]=[CH:55]\[CH3:56])[C@H:31]([CH3:57])[CH2:30]1)=[O:28].Cl.C(OCC)(=O)C>CN(C)C=O.C(OCC)(=O)C.O>[F:48][C:46]([F:47])([F:49])[C:41]([C:38]1[CH:39]=[CH:40][C:35]([N:32]2[CH2:33][CH2:34][N:29]([C:27](=[O:28])[CH2:26][N:13]3[C:12](=[O:17])[C@:11]([C:8]4[CH:7]=[CH:6][C:5]([O:4][CH:2]([CH3:1])[CH3:3])=[CH:10][CH:9]=4)([CH3:18])[NH:15][C:14]3=[O:16])[CH2:30][CH:31]2[CH3:57])=[C:36](/[CH:54]=[CH:55]\[CH3:56])[CH:37]=1)([OH:50])[C:42]([F:45])([F:44])[F:43] |f:1.2.3,5.6|. The yield is 83.4%. Yields the product FC(C(C(F)(F)F)(O)C1=CC(=C(C=C1)N1C(CN(CC1)C(CN1C(N[C@](C1=O)(C)C1=CC=C(C=C1)OC(C)C)=O)=O)C)\C=C/C)(F)F ((R,Z)-3-(2-{4-[4-(1,1,1,3,3,3-hexafluoro-2-hydroxypropan-2-yl)-2-(prop-1-en-1-yl)phenyl]-3-methylpiperazin-1-yl}-2-oxoethyl)-5-[4-(1-methylethoxy)phenyl]-5-methylimidazolidine-2,4-dione). Reported procedure: 5-[4-(1-Methylethoxy)phenyl]-5-methylimidazolidine-2,4-dione (7.7 mg, 0.0311 mmol) was dissolved in N,N-dimethylformamide (500 μL), added potassium carbonate (8.6 mg, 0.0622 mmol) under ice-cold conditions, and the mixture was stirred at room temperature for 5 minutes. Then, under ice-cold conditions, (R,Z)-2-bromo-1-(4-{4-[1,1,1,3,3,3-hexafluoro-2-(methoxymethoxy)propan-2-yl]-2-(prop-1-en-1-yl)phenyl}-3-methylpiperazin-1-yl)ethanone (17 mg, 0.0311 mmol) was added, and stirred at room temperatur... Starting materials: Nc1cccc2c1CCC2, CC(=O)OC(C)=O. Yields the product CC(=O)Nc1cccc2c1CCC2. Reaction SMILES: [CH2:1]1[CH2:2][CH2:3][c:4]2[c:5]([NH2:10])[cH:6][cH:7][cH:8][c:9]21.[CH3:11][C:12](=[O:13])[O:14][C:15](=[O:16])[CH3:17]>>[CH2:1]1[CH2:2][CH2:3][c:4]2[c:5]([NH:10][C:12]([CH3:11])=[O:13])[cH:6][cH:7][cH:8][c:9]21. Starting materials: CO, CN1C(=O)CN=C(c2ccccc2F)c2cc(C#N)ccc21, N. The product is CN1C(=O)CN=C(c2ccccc2F)c2cc(CN)ccc21. As a reaction SMILES: [CH3:23][OH:24].[F:1][c:2]1[c:3]([C:8]2=[N:9][CH2:10][C:11](=[O:22])[N:12]([CH3:21])[c:13]3[c:14]2[cH:15][c:16]([C:19]#[N:20])[cH:17][cH:18]3)[cH:4][cH:5][cH:6][cH:7]1.[NH3:25]>>[F:1][c:2]1[c:3]([C:8]2=[N:9][CH2:10][C:11](=[O:22])[N:12]([CH3:21])[c:13]3[c:14]2[cH:15][c:16]([CH2:19][NH2:20])[cH:17][cH:18]3)[cH:4][cH:5][cH:6][cH:7]1.